This data is from the Open Reaction Database (ORD), a public repository of structured organic reaction records. The task is: describe an organic reaction: reactants, conditions, products, and yield Product: FC1=CC=C(CNC(=O)C2=CC=3C(=NC=C(C3)OCCCN3CCCC3)N2)C=C1 (5-(3-Pyrrolidin-1-yl-propoxy)-1H-pyrrolo[2,3-b]pyridine-2-carboxylic Acid 4-fluoro-benzylamide). Isolated yield 29.0%. RXN SMILES: [N:1]1([CH2:6][CH2:7][CH2:8][O:9][C:10]2[CH:11]=[C:12]3[CH:18]=[C:17]([C:19]([O-:21])=O)[NH:16][C:13]3=[N:14][CH:15]=2)[CH2:5][CH2:4][CH2:3][CH2:2]1.[Li+].F[B-](F)(F)F.N1(OC(N(C)C)=[N+](C)C)C2C=CC=CC=2N=N1.[F:45][C:46]1[CH:53]=[CH:52][C:49]([CH2:50][NH2:51])=[CH:48][CH:47]=1.C(N(CC)C(C)C)(C)C>>[F:45][C:46]1[CH:53]=[CH:52][C:49]([CH2:50][NH:51][C:19]([C:17]2[NH:16][C:13]3=[N:14][CH:15]=[C:10]([O:9][CH2:8][CH2:7][CH2:6][N:1]4[CH2:2][CH2:3][CH2:4][CH2:5]4)[CH:11]=[C:12]3[CH:18]=2)=[O:21])=[CH:48][CH:47]=1 |f:0.1,2.3|. Starting materials: N1(CCCC1)CCCOC=1C=C2C(=NC1)NC(=C2)C(=O)[O-].[Li+] (lithium 5-(3-pyrrolidin-1-yl-propoxy)-1H-pyrrolo[2,3-b]pyridine-2-carboxylate), F[B-](F)(F)F.N1(N=NC2=C1C=CC=C2)OC(=[N+](C)C)N(C)C (O-(benzotriazol-1-yl)-N,N,N′,N′-tetramethyluronium tetrafluoroborate), FC1=CC=C(CN)C=C1 (4-fluorobenzylamine), C(C)(C)N(C(C)C)CC (N,N-diisopropylethylamine). Procedure details: The title compound was synthesized in analogy to example 1 from lithium 5-(3-pyrrolidin-1-yl-propoxy)-1H-pyrrolo[2,3-b]pyridine-2-carboxylate, O-(benzotriazol-1-yl)-N,N,N′,N′-tetramethyluronium tetrafluoroborate, 4-fluorobenzylamine and N,N-diisopropylethylamine to give the desired product as a light yellow solid (29%). Reactants: BrC1=C(SC=C1)S(=O)(=O)Cl (3-bromothiophene-2-sulfonyl chloride), [H-].[Na+] (sodium hydride), C(C)(=O)ONC(=O)OC(C)(C)C ([(tert-butoxy)carbonyl]amino acetate). The product is C(C)(=O)ON(C(OC(C)(C)C)=O)S(=O)(=O)C=1SC=CC1Br (tert-butyl (acetyloxy)[(3-bromothiophen-2-yl)sulfonyl]carbamate). As a reaction SMILES: [Br:1][C:2]1[CH:6]=[CH:5][S:4][C:3]=1[S:7](Cl)(=[O:9])=[O:8].[H-].[Na+].[C:13]([O:16][NH:17][C:18]([O:20][C:21]([CH3:24])([CH3:23])[CH3:22])=[O:19])(=[O:15])[CH3:14]>>[C:13]([O:16][N:17]([S:7]([C:3]1[S:4][CH:5]=[CH:6][C:2]=1[Br:1])(=[O:9])=[O:8])[C:18](=[O:19])[O:20][C:21]([CH3:24])([CH3:23])[CH3:22])(=[O:15])[CH3:14] |f:1.2|. Procedure: tert-Butyl (acetyloxy)[(3-bromothiophen-2-yl)sulfonyl]carbamate (43) is prepared from 3-bromothiophene-2-sulfonyl chloride, sodium hydride and [(tert-butoxy)carbonyl]amino acetate according to Scheme 2. (0.8 g, 35%), 1H NMR (250 MHz, CHLOROFORM-d) δ ppm 7.68 (1H, d, 5.3 Hz), 7.15 (1H, d, 5.2 Hz), 2.30 (3H, s), 1.48 (9H, s). Starting materials: [H-].C(C(C)C)C1=C([AlH2+]1)CC(C)C (Di-isobutylaluminmum hydride), ice, FC1=C(C#N)C=CC(=C1)NCCCCCCCCCCCCCCCC (2-fluoro-4-(hexadecylamino)benzonitrile), CO (methanol). Solvent: C1(=CC=CC=C1)C (toluene). Conditions: time 30 minute. The product is FC1=C(C=O)C=CC(=C1)NCCCCCCCCCCCCCCCC (2-fluoro-4-(hexadecylamino)benzaldehyde). As a reaction SMILES: [H-].C(C1[AlH2+]C=1CC(C)C)C(C)C.[F:13][C:14]1[CH:21]=[C:20]([NH:22][CH2:23][CH2:24][CH2:25][CH2:26][CH2:27][CH2:28][CH2:29][CH2:30][CH2:31][CH2:32][CH2:33][CH2:34][CH2:35][CH2:36][CH2:37][CH3:38])[CH:19]=[CH:18][C:15]=1[C:16]#N.C[OH:40]>C1(C)C=CC=CC=1>[F:13][C:14]1[CH:21]=[C:20]([NH:22][CH2:23][CH2:24][CH2:25][CH2:26][CH2:27][CH2:28][CH2:29][CH2:30][CH2:31][CH2:32][CH2:33][CH2:34][CH2:35][CH2:36][CH2:37][CH3:38])[CH:19]=[CH:18][C:15]=1[CH:16]=[O:40] |f:0.1|. Reported procedure: Di-isobutylaluminmum hydride (54 ml., 25% solution in toluene) is added with stirring to a solution of the 2-fluoro-4-(hexadecylamino)benzonitrile under a nitrogen atmosphere. The temperature rises to 40° C. during the addition which takes 30 minutes and the reaction is then stirred for 1 hour. A solution of methanol in toluene (50 ml., 1:1) is added during 30 minutes and the mixture is poured into vigorously stirred ice-cold aqueous sulfuric acid (500 ml., 5%). After 10 minutes, diatomaceous ea... Starting materials: CC1=C(OC2=C(C=C(C#N)C=C2)[N+](=O)[O-])C=C(C=C1)C (4-(2,5-Dimethylphenoxy)-3-nitrobenzonitrile), S(=O)([O-])S(=O)[O-].[Na+].[Na+] (sodium hydrosulfite), O (water), O1CCOCC1 (dioxane). Solvent: C1CCOC1 (THF). The product is NC=1C=C(C#N)C=CC1OC1=C(C=CC(=C1)C)C (3-Amino-4-(2,5-dimethylphenoxy)benzonitrile). The yield is 89.1%. As a reaction SMILES: [CH3:1][C:2]1[CH:19]=[CH:18][C:17]([CH3:20])=[CH:16][C:3]=1[O:4][C:5]1[CH:12]=[CH:11][C:8]([C:9]#[N:10])=[CH:7][C:6]=1[N+:13]([O-])=O.S(S([O-])=O)([O-])=O.[Na+].[Na+].O.O1CCOCC1>C1COCC1>[NH2:13][C:6]1[CH:7]=[C:8]([CH:11]=[CH:12][C:5]=1[O:4][C:3]1[CH:16]=[C:17]([CH3:20])[CH:18]=[CH:19][C:2]=1[CH3:1])[C:9]#[N:10] |f:1.2.3|. Procedure details: The coupled product 30 (12.00 g, 44.73 mmol) was reduced with sodium hydrosulfite (30.47 g, 175.00 mmol) in a mixture of THF (75 mL), water (100 mL), and dioxane (45 mL). After the reaction is complete, volatile organic solvents were removed in vacuo and the precipitate in the remaining water was collected via vacuum filtration to afford compound 31 as a white solid (9.50 g, 89.0% yield, 99.5% pure). 1H NMR (500 MHz, DMSO-d6): δ 7.19 (d, J=8 Hz, 1H), 7.07 (d, J=2 Hz, 1H), 6.94 (d, J=8 Hz, 1H), 6...